Dataset: the Open Reaction Database (ORD), a public repository of structured organic reaction records. Task: describe an organic reaction: reactants, conditions, products, and yield The reactants are CC(=O)O, [Na+], [OH-], CC(=O)N1CCC(Nc2nccc(-c3c[nH]c4ncccc34)n2)CC1. The product is c1cnc2[nH]cc(-c3ccnc(NC4CCNCC4)n3)c2c1. Reaction SMILES: [CH3:28][C:29](=[O:30])[OH:31].[Na+:27].[OH-:26].[nH:1]1[cH:2][c:3](-[c:10]2[n:11][c:12]([NH:16][CH:17]3[CH2:18][CH2:19][N:20]([C:23](=[O:24])[CH3:25])[CH2:21][CH2:22]3)[n:13][cH:14][cH:15]2)[c:4]2[c:5]1[n:6][cH:7][cH:8][cH:9]2>>[nH:1]1[cH:2][c:3](-[c:10]2[n:11][c:12]([NH:16][CH:17]3[CH2:18][CH2:19][NH:20][CH2:21][CH2:22]3)[n:13][cH:14][cH:15]2)[c:4]2[c:5]1[n:6][cH:7][cH:8][cH:9]2. Reaction SMILES: [CH3:11][S-:12].[CH3:14][N:15]([CH3:16])[CH:17]=[O:18].[Cl:1][c:2]1[cH:3][cH:4][cH:5][c:6]2[n:7]1[cH:8][cH:9][n:10]2.[Na+:13]>>[c:2]1([S:12][CH3:11])[cH:3][cH:4][cH:5][c:6]2[n:7]1[cH:8][cH:9][n:10]2. Product: CSc1cccc2nccn12. Starting materials: C[S-], CN(C)C=O, Clc1cccc2nccn12, [Na+]. The product is Cl.OC=1C(=NC2=CC=C(C=C2C1)OCC(F)(F)F)C(=O)NCC(=O)O (N-((3-Hydroxy-6-((2,2,2-trifluoroethyl)oxy)quinolin-2-yl)carbonyl)glycine hydrochloride). Run in C(=O)O (formic acid). Starting materials: ClC1=C(C=C2C=C(C(=NC2=C1)C(=O)NCC(=O)O)O)OCC(F)(F)F (N-((7-chloro-3-hydroxy-6-(2,2,2-trifluoroethyloxy)quinolin-2-yl)carbonyl)glycine). Reported procedure: 0.5 g (1.3 mmol) of N-((7-chloro-3-hydroxy-6-(2,2,2-trifluoroethyloxy)quinolin-2-yl)carbonyl)glycine (title compound from Example 31) was dissolved in 26 ml of methanolic formic acid (4.4% strength), and a further 26 ml of methanolic formic acid were added at 20° C. After addition of 0.5 g of Pd/C (10%), the mixture was stirred at 20° C. for 1 hour, the catalyst was filtered off, the filtrate was concentrated and the residue was crystallized with diisopropyl ether. 250 mg of product were obtaine... RXN SMILES: [Cl:1][C:2]1[CH:11]=[C:10]2[C:5]([CH:6]=[C:7]([OH:19])[C:8]([C:12]([NH:14][CH2:15][C:16]([OH:18])=[O:17])=[O:13])=[N:9]2)=[CH:4][C:3]=1[O:20][CH2:21][C:22]([F:25])([F:24])[F:23]>C(O)=O>[ClH:1].[OH:19][C:7]1[C:8]([C:12]([NH:14][CH2:15][C:16]([OH:18])=[O:17])=[O:13])=[N:9][C:10]2[C:5]([CH:6]=1)=[CH:4][C:3]([O:20][CH2:21][C:22]([F:25])([F:23])[F:24])=[CH:2][CH:11]=2 |f:2.3|. The reactants are CCCN(CCc1cccs1)C1CCc2c(ccc3[nH]ccc23)C1, CN(C)C=O, [Na+], [OH-], O=P(Cl)(Cl)Cl. Yields the product CCCN(CCc1cccs1)C1CCc2c(ccc3[nH]cc(C=O)c23)C1. Reaction SMILES: [CH2:1]([CH2:2][CH3:3])[N:4]([CH2:5][CH2:6][c:7]1[s:8][cH:9][cH:10][cH:11]1)[CH:12]1[CH2:13][c:14]2[c:15]([c:16]3[cH:17][cH:18][nH:19][c:20]3[cH:21][cH:22]2)[CH2:23][CH2:24]1.[CH3:32][N:33]([CH:34]=[O:35])[CH3:36].[Na+:31].[OH-:30].[P:25]([Cl:26])([Cl:27])([Cl:28])=[O:29]>>[CH2:1]([CH2:2][CH3:3])[N:4]([CH2:5][CH2:6][c:7]1[s:8][cH:9][cH:10][cH:11]1)[CH:12]1[CH2:13][c:14]2[c:15]([c:16]3[c:17]([CH:34]=[O:35])[cH:18][nH:19][c:20]3[cH:21][cH:22]2)[CH2:23][CH2:24]1. The reactants are C([O-])(O)=O.[Na+] (sodium bicarbonate), Cl.C(C)(C)N(CCC(C1=CC=CC=C1)C1=C(C=CC(=C1)CCO)O)C(C)C (2-[3-(Diisopropylamino)-1-phenylpropyl]-4-(2-hydroxyethyl)phenol hydrochloride). Run in C(C)(=O)OCC (ethyl acetate). Conditions: time 1 hour. Product: C(C)(C)N(CCC(C1=CC=CC=C1)C1=C(C=CC(=C1)CCO)O)C(C)C (2-[3-(diisopropylamino)-1-phenylpropyl]-4-(2-hydroxyethyl)phenol). Reaction SMILES: C(=O)(O)[O-].[Na+].Cl.[CH:7]([N:10]([CH:30]([CH3:32])[CH3:31])[CH2:11][CH2:12][CH:13]([C:20]1[CH:25]=[C:24]([CH2:26][CH2:27][OH:28])[CH:23]=[CH:22][C:21]=1[OH:29])[C:14]1[CH:19]=[CH:18][CH:17]=[CH:16][CH:15]=1)([CH3:9])[CH3:8]>C(OCC)(=O)C>[CH:30]([N:10]([CH:7]([CH3:9])[CH3:8])[CH2:11][CH2:12][CH:13]([C:20]1[CH:25]=[C:24]([CH2:26][CH2:27][OH:28])[CH:23]=[CH:22][C:21]=1[OH:29])[C:14]1[CH:19]=[CH:18][CH:17]=[CH:16][CH:15]=1)([CH3:32])[CH3:31] |f:0.1,2.3|. Procedure details: Aqueous sodium bicarbonate (165 mL) was added to a mixture of the HCl salt (Example 8, 16.5 g, 42.1 mmol, 1 equiv) in ethyl acetate (165 mL) and the mixture stirred for 1 hour. The phases were separated and the organic phase washed with water (195 mL), dried over magnesium sulphate and evaporated under reduced pressure to give the title compound as an oil containing ˜25% wt/wt ethyl acetate (14.6 g total, 11.03 g of title compound, 31 mmol, 74%). The reactants are [H-].[H-].[H-].[H-].[Li+].[Al+3] (LiAlH4), crude product, Cl (hydrogen chloride), O (water), O (water), [H-].[H-].[H-].[H-].[Li+].[Al+3] (LiAlH4), C(=O)(O)C=1C=C(C=CC1)NC1=CC(=C(C(=C1)C(C)(C)C)O)C(C)(C)C (4-(3-carboxyphenylamino)-2,6-di-tert-butylphenol). Solvent: C(C)OCC (ethyl ether), C(C)OCC (ethyl ether), C(C)(=O)OCC (ethyl acetate), C(C)OCC (ethyl ether), C1CCOC1 (THF). The product is Cl.C(C)(C)(C)C1=C(C(=CC(=C1)NC1=CC(=CC=C1)CO)C(C)(C)C)O (2,6-di-tert-butyl-4-(3-hydroxymethylphenylamino)phenol hydrochloride). RXN SMILES: [C:1]([C:4]1[CH:5]=[C:6]([NH:10][C:11]2[CH:16]=[C:15]([C:17]([CH3:20])([CH3:19])[CH3:18])[C:14]([OH:21])=[C:13]([C:22]([CH3:25])([CH3:24])[CH3:23])[CH:12]=2)[CH:7]=[CH:8][CH:9]=1)(O)=[O:2].[H-].[H-].[H-].[H-].[Li+].[Al+3].O.[ClH:33]>C1COCC1.C(OCC)C.C(OCC)(=O)C>[ClH:33].[C:22]([C:13]1[CH:12]=[C:11]([NH:10][C:6]2[CH:7]=[CH:8][CH:9]=[C:4]([CH2:1][OH:2])[CH:5]=2)[CH:16]=[C:15]([C:17]([CH3:20])([CH3:19])[CH3:18])[C:14]=1[OH:21])([CH3:25])([CH3:24])[CH3:23] |f:1.2.3.4.5.6,12.13|. Procedure: A 1.8 g quantity of the 4-(3-carboxyphenylamino)-2,6-di-tert-butylphenol prepared in Example 24 was dissolved in 30 ml of THF, and the solution was added dropwise at room temperature to a suspension of 1.7 g of LiAlH4 in 150 ml of ethyl ether with stirring. Then the resulting mixture was refluxed for 3.5 hours. After cooling, water-containing ethyl ether and then water were carefully added to the reaction mixture to decompose the excess LiAlH4. Subsequently the organic layer was separated, dried... Starting materials: BrB(Br)Br, CCCCCc1c(-c2ccc3cc(OC)ccc3c2)n(Cc2ccccc2)c2ccccc12, ClCCl, ClC(Cl)Cl. Product: CCCCCc1c(-c2ccc3cc(O)ccc3c2)n(Cc2ccccc2)c2ccccc12. Reaction SMILES: [B:34]([Br:35])([Br:36])[Br:37].[CH2:1]([c:2]1[cH:3][cH:4][cH:5][cH:6][cH:7]1)[n:8]1[c:9](-[c:22]2[cH:23][c:24]3[cH:25][cH:26][c:27]([O:32][CH3:33])[cH:28][c:29]3[cH:30][cH:31]2)[c:10]([CH2:17][CH2:18][CH2:19][CH2:20][CH3:21])[c:11]2[cH:12][cH:13][cH:14][cH:15][c:16]12.[Cl:38][CH2:39][Cl:40].[Cl:41][CH:42]([Cl:43])[Cl:44]>>[CH2:1]([c:2]1[cH:3][cH:4][cH:5][cH:6][cH:7]1)[n:8]1[c:9](-[c:22]2[cH:23][c:24]3[cH:25][cH:26][c:27]([OH:32])[cH:28][c:29]3[cH:30][cH:31]2)[c:10]([CH2:17][CH2:18][CH2:19][CH2:20][CH3:21])[c:11]2[cH:12][cH:13][cH:14][cH:15][c:16]12.